From a dataset of the Open Reaction Database (ORD), a public repository of structured organic reaction records. describe an organic reaction: reactants, conditions, products, and yield Reactants: Intermediate 1E, FC1=C(C=C(C(=O)OCC2=CC=CC=C2)C=C1)C(=O)OCC (1-benzyl 3-ethyl 4-fluoroisophthalate), C(CCC)N(C(=O)C1=NNC(=C1Cl)C)CCCC (N,N-dibutyl-4-chloro-5-methyl-1H-pyrazole-3-carboxamide), C(CCC)N(C(=O)C1=NNC(=C1Cl)C)CCCC (N,N-dibutyl-4-chloro-5-methyl-1H-pyrazole-3-carboxamide). Product: ClC=1C(=NN(C1C)C1=C(C=C(C(=O)OCC2=CC=CC=C2)C=C1)C(=O)OCC)C(N(CCCC)CCCC)=O (1-Benzyl 3-ethyl 4-(4-chloro-3-(dibutylcarbamoyl)-5-methyl-1H-pyrazol-1-yl)isophthalate). Yield: 78.2%. Reaction SMILES: F[C:2]1[CH:17]=[CH:16][C:5]([C:6]([O:8][CH2:9][C:10]2[CH:15]=[CH:14][CH:13]=[CH:12][CH:11]=2)=[O:7])=[CH:4][C:3]=1[C:18]([O:20][CH2:21][CH3:22])=[O:19].[CH2:23]([N:27]([CH2:37][CH2:38][CH2:39][CH3:40])[C:28]([C:30]1[C:34]([Cl:35])=[C:33]([CH3:36])[NH:32][N:31]=1)=[O:29])[CH2:24][CH2:25][CH3:26]>>[Cl:35][C:34]1[C:30]([C:28](=[O:29])[N:27]([CH2:37][CH2:38][CH2:39][CH3:40])[CH2:23][CH2:24][CH2:25][CH3:26])=[N:31][N:32]([C:2]2[CH:17]=[CH:16][C:5]([C:6]([O:8][CH2:9][C:10]3[CH:15]=[CH:14][CH:13]=[CH:12][CH:11]=3)=[O:7])=[CH:4][C:3]=2[C:18]([O:20][CH2:21][CH3:22])=[O:19])[C:33]=1[CH3:36]. Reported procedure: Following a procedure analogous to that for the synthesis of Intermediate 1E, 1-benzyl 3-ethyl 4-fluoroisophthalate (1.50 g, 4.96 mmol) and N,N-dibutyl-4-chloro-5-methyl-1H-pyrazole-3-carboxamide (Intermediate 1B, 2.02 g, 7.44 mmol) were converted to the title compound (2.15 g, 78%). 1H NMR (CDCl3) δ 8.69 (d, J=2.0 Hz, 1H), 8.33 (dd, J=8.1, 2.0 Hz, 1H), 7.51-7.36 (m, 6H), 5.43 (s, 2H), 4.19 (d, J=7.0 Hz, 2H), 3.50 (s, 2H), 3.41 (s, 2H), 2.15 (s, 3H), 1.70-1.60 (m, 2H), 1.58-1.50 (m, 2H), 1.46-1....